This data is from the Open Reaction Database (ORD), a public repository of structured organic reaction records. The task is: describe an organic reaction: reactants, conditions, products, and yield As a reaction SMILES: [CH3:1][O:2][CH2:3][O:4][c:5]1[cH:6][c:7]([CH2:18][OH:19])[cH:8][c:9]([O:11][c:12]2[cH:13][cH:14][cH:15][cH:16][cH:17]2)[cH:10]1.[CH3:21][CH2:22][OH:23].[ClH:20]>>[OH:4][c:5]1[cH:6][c:7]([CH2:18][OH:19])[cH:8][c:9]([O:11][c:12]2[cH:13][cH:14][cH:15][cH:16][cH:17]2)[cH:10]1. The product is OCc1cc(O)cc(Oc2ccccc2)c1. Reactants: COCOc1cc(CO)cc(Oc2ccccc2)c1, CCO, Cl. Yields the product ClC1=C(C=CC(=C1)Cl)C1=NC(=NC=C1C=1NC=C(N1)C)NCCNC1=NC=C(C=C1)[N+](=O)[O-] ([4-(2,4-dichlorophenyl)-5-(4-methylimidazol-2-yl)pyrimidin-2-yl]{2-[(5-nitro(2-pyridyl))amino]ethyl}amine). RXN SMILES: Cl[C:2]1[N:7]=[CH:6][C:5]([N+:8]([O-:10])=[O:9])=[CH:4][CH:3]=1.[Cl:11][C:12]1[CH:17]=[C:16]([Cl:18])[CH:15]=[CH:14][C:13]=1[C:19]1[C:24]([C:25]2[NH:26][CH:27]=[C:28]([CH3:30])[N:29]=2)=[CH:23][N:22]=[C:21]([NH:31][CH2:32][CH2:33][NH:34]C2N=CC(C#N)=CC=2)[N:20]=1>>[Cl:11][C:12]1[CH:17]=[C:16]([Cl:18])[CH:15]=[CH:14][C:13]=1[C:19]1[C:24]([C:25]2[NH:26][CH:27]=[C:28]([CH3:30])[N:29]=2)=[CH:23][N:22]=[C:21]([NH:31][CH2:32][CH2:33][NH:34][C:2]2[CH:3]=[CH:4][C:5]([N+:8]([O-:10])=[O:9])=[CH:6][N:7]=2)[N:20]=1. Reactants: ClC1=CC=C(C=N1)[N+](=O)[O-] (6-chloro-3-nitropyridine), ClC1=C(C=CC(=C1)Cl)C1=NC(=NC=C1C=1NC=C(N1)C)NCCNC1=CC=C(C=N1)C#N (6-[(2-{[4-(2,4-dichlorophenyl)-5-(4-methylimidazol-2-yl)pyrimidin-2-yl]amino}ethyl)amino]pyridine-3-carbonitrile). Procedure details: [4-(2,4-dichlorophenyl)-5-(4-methylimidazol-2-yl)pyrimidin-2-yl]{2-[(5-nitro(2-pyridyl))amino]ethyl}amine was prepared from 6-chloro-3-nitropyridine using the general method for 6-[(2-{[4-(2,4-dichlorophenyl)-5-(4-methylimidazol-2-yl)pyrimidin-2-yl]amino}ethyl)amino]pyridine-3-carbonitrile. The reactants are C(=S)=S (carbon disulfide), C(C)C=1OC2=C(C1)C=CC(=C2)OC (2-ethyl-6-methoxy-benzofuran), C(C1=CC=C(C=C1)OC)(=O)Cl (p-anisoyl chloride), [Sn](Cl)(Cl)(Cl)Cl (tin chloride). Run in O (water). Product: C(C1=CC=C(C=C1)OC)(=O)C1=C(OC2=C1C=CC(=C2)OC)CC (3-(p-anisoyl) -2-ethyl-6-methoxy-benzofuran). Reaction SMILES: C(=S)=S.[CH2:4]([C:6]1[O:7][C:8]2[CH:14]=[C:13]([O:15][CH3:16])[CH:12]=[CH:11][C:9]=2[CH:10]=1)[CH3:5].[C:17](Cl)(=[O:26])[C:18]1[CH:23]=[CH:22][C:21]([O:24][CH3:25])=[CH:20][CH:19]=1.[Sn](Cl)(Cl)(Cl)Cl>O>[C:17]([C:10]1[C:9]2[CH:11]=[CH:12][C:13]([O:15][CH3:16])=[CH:14][C:8]=2[O:7][C:6]=1[CH2:4][CH3:5])(=[O:26])[C:18]1[CH:23]=[CH:22][C:21]([O:24][CH3:25])=[CH:20][CH:19]=1. Procedure details: Dried carbon disulfide solution (20 ml) of 2-ethyl-6-methoxy-benzofuran (2.76 g, 15.6 mmol) and p-anisoyl chloride (3.48 g, 20.3 mmol) was cooled on ice, to which tin chloride (IV) was dropped (5.25 g, 20.3 mmol) while stirring. The mixture was stirred at a temperature in a range of 5 to 10° C. for 3 hours and then poured into water. The organic layer was washed with diluted hydrochloric acid and water, dried over MgSO4, and concentrated under reduced pressure. Crude product thereof was purified... The reactants are CN(C)C=O (DMF), CC1=C(C(=O)O)C(=CC=C1)C (2,6-dimethylbenzoic acid), C(C(=O)Cl)(=O)Cl (oxalyl chloride). The solvent is ClCCl (dichloromethane). Run at temperature 0 celsius, time 3 hour. Yields the product CC1=C(C(=O)OC)C(=CC=C1)C (Methyl 2,6-dimethyl-benzoate). As a reaction SMILES: [CH3:1][C:2]1[CH:10]=[CH:9][CH:8]=[C:7]([CH3:11])[C:3]=1[C:4]([OH:6])=[O:5].[CH3:12]N(C=O)C.C(Cl)(=O)C(Cl)=O>ClCCl>[CH3:1][C:2]1[CH:10]=[CH:9][CH:8]=[C:7]([CH3:11])[C:3]=1[C:4]([O:6][CH3:12])=[O:5]. Procedure: To a cooled (0° C.) solution of 2,6-dimethylbenzoic acid (20.2 g, 134 mmol) in dichloromethane (200 mL) is added DMF (1 mL) followed by oxalyl chloride (14 mL, 162 mmol). On completion of addition, the cold bath is removed and stirring continued for 3 h. The resulting solution is concentrated under vacuum and the residue added slowly to a cooled (0° C.) solution comprising methanol (200 mL) and triethylamine (40 mL). On completion of addition, the reaction mixture is stirred for 30 min. then pou...